Dataset: the Open Reaction Database (ORD), a public repository of structured organic reaction records. Task: describe an organic reaction: reactants, conditions, products, and yield Starting materials: N=1N(N=C2C1C=CC=C2)C2=C(C(=CC(=C2)C(C)(C)C)C(C)(C)C)O (Benzotriazol-2-yl-4,6-di-tert-butyl-phenol), BrBr (bromine), Br (Hydrobromic acid), 1-L, [OH-].[Na+] (sodium hydroxide), BrBr (bromine). Run in O (Water), CC(=O)C (acetone). Reaction conditions: temperature 110 celsius, time 1 hour. The product is C(C)(C)(C)C1=C(C(=CC(=C1)C(C)(C)C)N1N=C2C(=N1)C(=CC=C2Br)Br)O (2,4-Di-tert-butyl-6-(4,7-dibromo-benzotriazol-2-yl)-phenol). The yield is 5.1%. Reaction SMILES: [N:1]1[N:2]([C:10]2[CH:15]=[C:14]([C:16]([CH3:19])([CH3:18])[CH3:17])[CH:13]=[C:12]([C:20]([CH3:23])([CH3:22])[CH3:21])[C:11]=2[OH:24])[N:3]=[C:4]2[CH:9]=[CH:8][CH:7]=[CH:6][C:5]=12.[OH-].[Na+].[BrH:27].[Br:28]Br>CC(C)=O.O>[C:20]([C:12]1[CH:13]=[C:14]([C:16]([CH3:17])([CH3:18])[CH3:19])[CH:15]=[C:10]([N:2]2[N:3]=[C:4]3[C:9]([Br:28])=[CH:8][CH:7]=[C:6]([Br:27])[C:5]3=[N:1]2)[C:11]=1[OH:24])([CH3:23])([CH3:22])[CH3:21] |f:1.2|. Procedure details: Benzotriazol-2-yl-4,6-di-tert-butyl-phenol (48.6 g, 0.15 mol) was placed in a 3-neck 1-L flask equipped with a stir bar, an addition funnel, a reflux condenser, and a flow control adapter. Through a three-way connecting tube the nitrogen flow was diverted to the flask via the condenser and to an oil bubbler. The bubbler was connected to a filtration flask containing aqueous sodium hydroxide. Hydrobromic acid (45% in acetic acid, 300 mL) was added. The system was purged with nitrogen for 15 min. ... Reactants: COC=1C=C(C=CC1OC)CCN (2-(3,4-dimethoxyphenyl)ethylamine), C(C1=CC=CC=C1)N1CCC2(C(OC(O2)=O)=C)CC1 (8-benzyl-4-methylene-2-oxo-1,3-dioxa-8-azaspiro[4,5]decane). The solvent is C=1(C(=CC=CC1)C)C (xylene), CCCCCCC (n-heptane). Conditions: time 8 hour. Yields the product COC=1C=C(C=CC1OC)CCN1C(OC2(C1(C)O)CCN(CC2)CC2=CC=CC=C2)=O (3-[2-(3,4-dimethoxyphenyl)ethyl]-8-benzyl-4-hydroxy-4-methyl-2-oxo-1-oxa-3,8-diazaspiro[4,5]decane). The yield is 94.0%. Reaction SMILES: [CH3:1][O:2][C:3]1[CH:4]=[C:5]([CH2:11][CH2:12][NH2:13])[CH:6]=[CH:7][C:8]=1[O:9][CH3:10].[CH2:14]([N:21]1[CH2:32][CH2:31][C:24]2([O:28][C:27](=[O:29])[O:26][C:25]2=[CH2:30])[CH2:23][CH2:22]1)[C:15]1[CH:20]=[CH:19][CH:18]=[CH:17][CH:16]=1>C1(C)C(C)=CC=CC=1.CCCCCCC>[CH3:1][O:2][C:3]1[CH:4]=[C:5]([CH2:11][CH2:12][N:13]2[C:25]([OH:26])([CH3:30])[C:24]3([CH2:23][CH2:22][N:21]([CH2:14][C:15]4[CH:16]=[CH:17][CH:18]=[CH:19][CH:20]=4)[CH2:32][CH2:31]3)[O:28][C:27]2=[O:29])[CH:6]=[CH:7][C:8]=1[O:9][CH3:10]. Procedure details: 19.9 g of 2-(3,4-dimethoxyphenyl)ethylamine are portionwise added to a solution of 25.9 g of 8-benzyl-4-methylene-2-oxo-1,3-dioxa-8-azaspiro[4,5]decane in 35 ml of anhydrous xylene under stirring. Meanwhile the temperature of the reaction mixture increases to 35° to 40° C. The reaction mixture is left to stand at room temperature overnight, then the crystalline reaction mixture is diluted with n-heptane and filtered. The solid precipitate obtained is recrystallized from ethanol to obtain the tit... The reactants are C1(=CC=C(C=C1)C[C@@H]1C[C@H](C(N1C(C(C)(C)C)=O)=O)C)C1=CC=CC=C1 ((3R,5S)-5-biphenyl-4-ylmethyl-1-(2,2-dimethylpropionyl)-3-methylpyrrolidin-2-one), S(O)(O)(=O)=O (sulphuric acid). Run in C(C)O (ethanol). Product: C(C)OC([C@@H](C[C@@H](CC1=CC=C(C=C1)C1=CC=CC=C1)N)C)=O ((2R,4S)-4-amino-5-biphenyl-4-yl-2-methylpentanoic acid ethyl ester). As a reaction SMILES: [C:1]1(C2C=CC=CC=2)[CH:6]=[CH:5][C:4]([CH2:7][C@H:8]2[N:12](C(=O)C(C)(C)C)[C:11](=[O:19])[C@H:10]([CH3:20])[CH2:9]2)=[CH:3][CH:2]=1.S(=O)(=O)(O)O>C(O)C>[CH2:11]([O:19][C:11](=[O:19])[C@H:10]([CH3:20])[CH2:9][C@H:8]([NH2:12])[CH2:7][C:4]1[CH:3]=[CH:2][C:1]([C:1]2[CH:6]=[CH:5][CH:4]=[CH:3][CH:2]=2)=[CH:6][CH:5]=1)[CH3:10]. Reported procedure: 0.5 g (3R,5S)-5-biphenyl-4-ylmethyl-1-(2,2-dimethylpropionyl)-3-methylpyrrolidin-2-one, 5 ml ethanol and 0.3 ml concentrated sulphuric acid were heated at about 80-120° C. for about 24 hours. The mixture was evaporated to dryness to obtain (2R,4S)-4-amino-5-biphenyl-4-yl-2-methylpentanoic acid ethyl ester (hydrogen sulphate salt). Spectroscopic data as in Example 44. The product is C(=C)(P(OC)(OC)=O)P(OC)(OC)=O (tetramethyl ethenylidenebisphosphonate). RXN SMILES: [CH2:1]([P:8](=[O:13])([O:11][CH3:12])[O:9][CH3:10])[P:2](=[O:7])([O:5][CH3:6])[O:3][CH3:4].C=O.[CH2:16](NCC)C>CO>[C:1]([P:2](=[O:7])([O:5][CH3:6])[O:3][CH3:4])([P:8](=[O:13])([O:9][CH3:10])[O:11][CH3:12])=[CH2:16]. Starting materials: C(P(OC)(OC)=O)P(OC)(OC)=O (tetramethyl methylenebisphosphonate), C=O (paraformaldehyde), C(C)NCC (diethylamine). Isolated yield 71.8%. Procedure: Tetramethyl ethenylidenebisphosphonate was synthesized via following general synthetic procedure. ##STR12## Specifically, 4.03 g (17.4 mmol) of tetramethyl methylenebisphosphonate, 2.60 g (86.7 mmol) of paraformaldehyde and 1.27 g (17.4 mmol) diethylamine were combined with the same reactants and at the same conditions as described above in Example 1 and refluxed for 2 hours. After the methanol was eliminated as described in Example I, 3.05 g of tetramethyl ethenylidenebisphosphonate was produce... Run in CO (methanol). Starting materials: ClC=1C=C2C(=C(NC2=CC1)C)SC=1C=C(C=CC1)CC(=O)O ([3-(5-chloro-2-methyl-1H-indol-3-ylsulfanyl)-phenyl]-acetic acid), IC (iodomethane). Yields the product ClC=1C=C2C(=C(N(C2=CC1)C)C)SC=1C=C(C=CC1)CC(=O)O ([3-(5-Chloro-1,2-dimethyl-1H-indol-3-ylsulfanyl)-phenyl]-acetic acid). RXN SMILES: [Cl:1][C:2]1[CH:3]=[C:4]2[C:8](=[CH:9][CH:10]=1)[NH:7][C:6]([CH3:11])=[C:5]2[S:12][C:13]1[CH:14]=[C:15]([CH2:19][C:20]([OH:22])=[O:21])[CH:16]=[CH:17][CH:18]=1.I[CH3:24]>>[Cl:1][C:2]1[CH:3]=[C:4]2[C:8](=[CH:9][CH:10]=1)[N:7]([CH3:24])[C:6]([CH3:11])=[C:5]2[S:12][C:13]1[CH:14]=[C:15]([CH2:19][C:20]([OH:22])=[O:21])[CH:16]=[CH:17][CH:18]=1. Procedure: Prepared according to the procedure described in Example 5, Step 2, using the following starting materials: [3-(5-chloro-2-methyl-1H-indol-3-ylsulfanyl)-phenyl]-acetic acid and iodomethane Starting materials: CON=C1C=2C=CC=NC2CC1 (6,7-dihydro-[1]pyrindin-5-one O-methyl-oxime). The reagents and catalysts are [Pd] (Pd/C). Run in C(=O)(C(F)(F)F)O (TFA). The product is N1=CC=CC=2C(CCC12)N (6,7-Dihydro-5H-[1]pyrindin-5-ylamine). RXN SMILES: CO[N:3]=[C:4]1[CH2:12][CH2:11][C:10]2[N:9]=[CH:8][CH:7]=[CH:6][C:5]1=2>C(O)(C(F)(F)F)=O.[Pd]>[N:9]1[C:10]2[CH2:11][CH2:12][CH:4]([NH2:3])[C:5]=2[CH:6]=[CH:7][CH:8]=1. Procedure: A solution of 6,7-dihydro-[1]pyrindin-5-one O-methyl-oxime (5.43 g, 33.5 mmol) and Pd/C (150 mg) in TFA were hydrogenated under 50 psi for 14 hours. Filtration via celite and concentration afforded the title amine. Spectroscopic data: 1H NMR (300 MHz, CDCl3) δ 1.66-1.77 (m, 2H), 2.17-2.27 (m, 2H), 2.45-2.50 (m, 1H), 3.24-3.33 (m, 2H), 8.42-8.58 (m, 1H), 8.61-8.72 (m, 1H), 9.37-9.50 (m, 1H).